The task is: describe an organic reaction: reactants, conditions, products, and yield. This data is from the Open Reaction Database (ORD), a public repository of structured organic reaction records. Reaction SMILES: [CH2:1]([O:3][C:4](=[O:2])[CH:6]1[CH2:7][N:8]([CH:12]2[CH2:13][CH2:14][N:15]([C:18](=[O:19])[c:20]3[cH:21][c:22](-[c:32]4[cH:33][cH:34][cH:35][cH:36][cH:37]4)[n:23][c:24](-[c:26]4[cH:27][cH:28][cH:29][cH:30][cH:31]4)[cH:25]3)[CH2:16][CH2:17]2)[CH2:9][CH2:10][CH2:11]1)[CH3:5].[CH3:81][OH:82].[CH:55]([N:56]([CH2:57][CH3:58])[CH:59]([CH3:60])[CH3:61])([CH3:62])[CH3:63].[Cl:70][CH2:71][Cl:72].[Cl:83][CH2:84][Cl:85].[ClH:41].[Li+:40].[N:42]1([C:48](=[O:49])[O:50][C:51]([CH3:52])([CH3:53])[CH3:54])[CH2:43][CH2:44][NH:45][CH2:46][CH2:47]1.[O:64]1[CH2:65][CH2:66][CH2:67][CH2:68]1.[OH-:39].[OH2:38].[OH2:69].[c:73]1([CH3:74])[c:75]([CH3:76])[cH:77][cH:78][cH:79][cH:80]1>>[O:3]=[C:4]([CH:6]1[CH2:7][N:8]([CH:12]2[CH2:13][CH2:14][N:15]([C:18](=[O:19])[c:20]3[cH:21][c:22](-[c:32]4[cH:33][cH:34][cH:35][cH:36][cH:37]4)[n:23][c:24](-[c:26]4[cH:27][cH:28][cH:29][cH:30][cH:31]4)[cH:25]3)[CH2:16][CH2:17]2)[CH2:9][CH2:10][CH2:11]1)[N:45]1[CH2:44][CH2:43][N:42]([C:48](=[O:49])[O:50][C:51]([CH3:52])([CH3:53])[CH3:54])[CH2:47][CH2:46]1. Yields the product CC(C)(C)OC(=O)N1CCN(C(=O)C2CCCN(C3CCN(C(=O)c4cc(-c5ccccc5)nc(-c5ccccc5)c4)CC3)C2)CC1. Reactants: CCOC(=O)C1CCCN(C2CCN(C(=O)c3cc(-c4ccccc4)nc(-c4ccccc4)c3)CC2)C1, CO, CCN(C(C)C)C(C)C, ClCCl, ClCCl, Cl, [Li+], CC(C)(C)OC(=O)N1CCNCC1, C1CCOC1, [OH-], O, O, Cc1ccccc1C. As a reaction SMILES: [NH:1]1[C:10]2[C:5](=[CH:6][CH:7]=[CH:8][CH:9]=2)[CH2:4][CH2:3][C:2]1=[O:11].[H-].[Na+].[Br:14][C:15]1[CH:16]=[C:17]([CH:20]=[C:21]([O:23][CH3:24])[CH:22]=1)[CH2:18]Br>CN(C)C=O>[Br:14][C:15]1[CH:16]=[C:17]([CH:20]=[C:21]([O:23][CH3:24])[CH:22]=1)[CH2:18][CH:4]1[C:5]2[C:10](=[CH:9][CH:8]=[CH:7][CH:6]=2)[NH:1][C:2](=[O:11])[CH2:3]1 |f:1.2|. Product: BrC=1C=C(CC2CC(NC3=CC=CC=C23)=O)C=C(C1)OC (4-(3-Bromo-5-methoxy-benzyl)-3,4-dihydro-1H-quinoline-2-one). Reactants: N1C(CCC2=CC=CC=C12)=O (3,4-Dihydro-2(1H)-quinolinone), N1C(CCC2=CC=CC=C12)=O (3,4-dihydro-2(1H)-quinolinone), BrC=1C=C(CBr)C=C(C1)OC (3-bromo-5-methoxy-benzylbromide), [H-].[Na+] (sodium hydride). Run at time 1 hour. Run in CN(C=O)C (dimethylformamide). Procedure: 3,4-Dihydro-2(1H)-quinolinone was purchased from Aldrich Chemical Co. (Cat. No. 41,593-6) and used without purification in this step. 0.45 grams of 3,4-dihydro-2(1H)-quinolinone (3.0 mmole) was dissolved in 15 ml dimethylformamide and cooled in an ice bath. 0.2 grams (4.5 mmole) of sodium hydride (60% wt. in oil ) was added to this solution, and after 5 minutes 0.84 grams 3-bromo-5-methoxy-benzylbromide (3 mmol) was added thereto all at once. The mixture was stirred at ice bath temperature for 1...